Dataset: the Open Reaction Database (ORD), a public repository of structured organic reaction records. Task: describe an organic reaction: reactants, conditions, products, and yield Starting materials: Cc1ccccc1, NC(N)=S, COc1ccc(C=C(C(=O)OC(C)(C)C)C(=O)c2ccccc2O)cc1. Product: COc1ccc(C2CC(=O)c3ccccc3O2)cc1. Reaction SMILES: [CH3:31][c:32]1[cH:33][cH:34][cH:35][cH:36][cH:37]1.[NH2:27][C:28](=[S:29])[NH2:30].[OH:1][c:2]1[c:3]([C:8](=[O:9])[C:10]([C:11]([O:12][C:13]([CH3:14])([CH3:15])[CH3:16])=[O:17])=[CH:18][c:19]2[cH:20][cH:21][c:22]([O:25][CH3:26])[cH:23][cH:24]2)[cH:4][cH:5][cH:6][cH:7]1>>[O:1]1[c:2]2[c:3]([cH:4][cH:5][cH:6][cH:7]2)[C:8](=[O:9])[CH2:10][CH:18]1[c:19]1[cH:20][cH:21][c:22]([O:25][CH3:26])[cH:23][cH:24]1.